From a dataset of the Open Reaction Database (ORD), a public repository of structured organic reaction records. describe an organic reaction: reactants, conditions, products, and yield Starting materials: CN1N=CC(=C1)C=O (1-methyl-4-pyrazole carbaldehyde), C(CN)N (ethylenediamine), C(C)#N (acetonitrile), 4A. Reaction conditions: time 2 hour. Product: CN1N=CC(=C1)CNCCCN (N-(1-methyl-4-pyrazolylmethyl)trimethylenediamine). RXN SMILES: [CH3:1][N:2]1[CH:6]=[C:5]([CH:7]=O)[CH:4]=[N:3]1.[CH2:9]([NH2:12])[CH2:10]N.[C:13](#[N:15])C>>[CH3:1][N:2]1[CH:6]=[C:5]([CH2:7][NH:15][CH2:13][CH2:10][CH2:9][NH2:12])[CH:4]=[N:3]1. Procedure details: At room temperature 11 g of 1-methyl-4-pyrazole carbaldehyde was slowly added to 37 g of ethylenediamine in 150 ml of dry acetonitrile. Molecular sieves 4A (a product of Wako Pure Chemicals, Co.) were added as a dehydrating agent to the solution. The mixture was stirred at room temperature for 2 hours, and filtered. Acetonitrile was distilled off under reduced pressure from the filtrate. To the residue was added 100 ml of ethanol, and then 4 g of sodium borohydride was added little by little at ... Product: NC(=O)N(O)Cc1ccc(Sc2ccc(Cl)cc2)s1. Reactants: C[Si](C)(C)N=C=O, [Cl-], ONCc1ccc(Sc2ccc(Cl)cc2)s1, [NH4+], C1COCCO1. As a reaction SMILES: [CH3:17][Si:18]([CH3:19])([CH3:20])[N:21]=[C:22]=[O:23].[Cl-:24].[Cl:1][c:2]1[cH:3][cH:4][c:5]([S:8][c:9]2[cH:10][cH:11][c:12]([CH2:14][NH:15][OH:16])[s:13]2)[cH:6][cH:7]1.[NH4+:25].[O:26]1[CH2:27][CH2:28][O:29][CH2:30][CH2:31]1>>[Cl:1][c:2]1[cH:3][cH:4][c:5]([S:8][c:9]2[cH:10][cH:11][c:12]([CH2:14][N:15]([OH:16])[C:22]([NH2:21])=[O:23])[s:13]2)[cH:6][cH:7]1. Starting materials: ClC1=C(OC=2C=C3C(=CNC3=CC2)C(C)C)C(=CC(=C1)[N+](=O)[O-])Cl (5-(2,6-dichloro-4-nitrophenoxy)-3-isopropyl-1H-indole), O.O.[Sn](Cl)Cl (tin(II) chloride dihydrate). Run in CN1CCCC1=O (NMP). The product is ClC=1C=C(N)C=C(C1OC=1C=C2C(=CNC2=CC1)C(C)C)Cl (3,5-dichloro-4-[(3-isopropyl-1H-indol-5-yl)oxy]aniline). RXN SMILES: [Cl:1][C:2]1[CH:20]=[C:19]([N+:21]([O-])=O)[CH:18]=[C:17]([Cl:24])[C:3]=1[O:4][C:5]1[CH:6]=[C:7]2[C:11](=[CH:12][CH:13]=1)[NH:10][CH:9]=[C:8]2[CH:14]([CH3:16])[CH3:15].O.O.[Sn](Cl)Cl>CN1C(=O)CCC1>[Cl:24][C:17]1[CH:18]=[C:19]([CH:20]=[C:2]([Cl:1])[C:3]=1[O:4][C:5]1[CH:6]=[C:7]2[C:11](=[CH:12][CH:13]=1)[NH:10][CH:9]=[C:8]2[CH:14]([CH3:15])[CH3:16])[NH2:21] |f:1.2.3|. Procedure: 500 mg of 5-(2,6-dichloro-4-nitrophenoxy)-3-isopropyl-1H-indole (Example I) are stirred with 6.18 g of tin(II) chloride dihydrate in 5 ml of NMP for 17 hours at 50° C. The solvent is removed in vacuo and the residue is taken up in ethyl acetate. The mixture is washed with saturated ammonium chloride solution and saturated sodium chloride solution, the organic phase is dried and the solvent is removed in vacuo. The product is precipitated with diethyl ether. By chromatographic purification (cyclo... The reactants are [Li]C(C)(C)C, CCCCC, [Cl-], [NH4+], C1CCOC1, CC(C)(C)OC(=O)N1CCC(=O)C1. Yields the product CC(C)(C)OC(=O)N1CCC(O)(C(C)(C)C)C1. RXN SMILES: [C:19]([CH3:20])([CH3:21])([CH3:22])[Li:23].[CH3:26][CH2:27][CH2:28][CH2:29][CH3:30].[Cl-:24].[NH4+:25].[O:14]1[CH2:15][CH2:16][CH2:17][CH2:18]1.[O:1]=[C:2]1[CH2:3][N:4]([C:7](=[O:8])[O:9][C:10]([CH3:11])([CH3:12])[CH3:13])[CH2:5][CH2:6]1>>[OH:1][C:2]1([C:19]([CH3:20])([CH3:21])[CH3:22])[CH2:3][N:4]([C:7](=[O:8])[O:9][C:10]([CH3:11])([CH3:12])[CH3:13])[CH2:5][CH2:6]1. Product: N1(CCCC1)C(=O)C1=CC=C(C=C1)N1N=C(C=2CCCCC12)C(F)(F)F (1-[4-(1-pyrrolidinylcarbonyl)phenyl]-3-(trifluoromethyl)-4,5,6,7-tetrahydro-1H-indazole). Procedure: A solution of 4-[3-(trifluoromethyl)-4,5,6,7-tetrahydro-1H-indazol-1-yl]benzoic acid (87 mg, 0.28 mmol) in dichloromethane (3 ml) was treated in one portion with solid 1,1′-carbonyldiimidazole (46 mg, 0.28 mmol). This mixture was allowed to stir at room temperature for 15 minutes. Pyrrolidine (23 mg, 0.32 mmol) was then added and the stirring continued for 1 hour at room temperature. The reaction mixture was then added to a 5 g pre-packed silica column and eluted from 0-50% ethyl acetate in petr... The reactants are FC(C1=NN(C=2CCCCC12)C1=CC=C(C(=O)O)C=C1)(F)F (4-[3-(trifluoromethyl)-4,5,6,7-tetrahydro-1H-indazol-1-yl]benzoic acid), C(=O)(N1C=NC=C1)N1C=NC=C1 (1,1′-carbonyldiimidazole), N1CCCC1 (Pyrrolidine). Yield: 50.1%. Run at time 15 minute. As a reaction SMILES: [F:1][C:2]([F:22])([F:21])[C:3]1[C:11]2[CH2:10][CH2:9][CH2:8][CH2:7][C:6]=2[N:5]([C:12]2[CH:20]=[CH:19][C:15]([C:16]([OH:18])=O)=[CH:14][CH:13]=2)[N:4]=1.C(N1C=CN=C1)(N1C=CN=C1)=O.[NH:35]1[CH2:39][CH2:38][CH2:37][CH2:36]1>ClCCl>[N:35]1([C:16]([C:15]2[CH:19]=[CH:20][C:12]([N:5]3[C:6]4[CH2:7][CH2:8][CH2:9][CH2:10][C:11]=4[C:3]([C:2]([F:21])([F:22])[F:1])=[N:4]3)=[CH:13][CH:14]=2)=[O:18])[CH2:39][CH2:38][CH2:37][CH2:36]1. Run in ClCCl (dichloromethane). Reactants: C(C)OC(C1=CC=C(C=C1)CCC)OCC (4-n-propylbenzaldehyde diethylacetal), C(#N)CC(=O)OCC (ethyl cyanoacetate), C(C)(=O)[O-].[NH4+] (ammonium acetate), C1(=CC=CC=C1)C (toluene). The solvent is O (water). Product: C(#N)C(C(=O)OCC)=CC1=CC=C(C=C1)CCC (Ethyl 2-cyano-3-(4-n-propylphenyl)acrylate). The yield is 94.0%. Reaction SMILES: C(O[CH:4](OCC)[C:5]1[CH:10]=[CH:9][C:8]([CH2:11][CH2:12][CH3:13])=[CH:7][CH:6]=1)C.[C:17]([CH2:19][C:20]([O:22][CH2:23][CH3:24])=[O:21])#[N:18].C([O-])(=O)C.[NH4+].C1(C)C=CC=CC=1>O>[C:17]([C:19](=[CH:4][C:5]1[CH:10]=[CH:9][C:8]([CH2:11][CH2:12][CH3:13])=[CH:7][CH:6]=1)[C:20]([O:22][CH2:23][CH3:24])=[O:21])#[N:18] |f:2.3|. Procedure details: A mixture of 20.0 g (90 mmole) 4-n-propylbenzaldehyde diethylacetal, 20.4 g (180 mmole) ethyl cyanoacetate, 7.2 g (93.4 mmole) ammonium acetate and 60 ml toluene are heated at reflux for six hours, cooled and poured into water. The resulting mixture was extracted with ethyl ether, dried (MgSO4) and the volatiles evaporated in vacuo to afford 23.0 g crude yellow oil which was purified by chromatography on a silica gel column, eluting with 2:1 methylene chloride/hexane to give 20.58 g (94%) of the... The reactants are C[O-], CO, CC(C)(C)OC(=O)n1ccc2c(Cn3ncc4c(-c5ccco5)nc(N)nc43)cccc21, [Na+], O. Product: Nc1nc(-c2ccco2)c2cnn(Cc3cccc4[nH]ccc34)c2n1. Reaction SMILES: [CH3:33][O-:34].[CH3:36][OH:37].[NH2:1][c:2]1[n:3][c:4](-[c:28]2[o:29][cH:30][cH:31][cH:32]2)[c:5]2[c:6]([n:7]1)[n:8]([CH2:11][c:12]1[c:13]3[cH:14][cH:15][n:16]([C:21]([O:22][C:23]([CH3:24])([CH3:25])[CH3:26])=[O:27])[c:17]3[cH:18][cH:19][cH:20]1)[n:9][cH:10]2.[Na+:35].[OH2:38]>>[NH2:1][c:2]1[n:3][c:4](-[c:28]2[o:29][cH:30][cH:31][cH:32]2)[c:5]2[c:6]([n:7]1)[n:8]([CH2:11][c:12]1[c:13]3[cH:14][cH:15][nH:16][c:17]3[cH:18][cH:19][cH:20]1)[n:9][cH:10]2. Starting materials: CI, C[O-], CO, Cc1nc(Cl)c2c(n1)NC(=O)CO2, [Na+]. The product is Cc1nc(Cl)c2c(n1)N(C)C(=O)CO2. As a reaction SMILES: [CH3:14][I:15].[CH3:16][O-:17].[CH3:19][OH:20].[Cl:1][c:2]1[n:3][c:4]([CH3:13])[n:5][c:6]2[c:7]1[O:8][CH2:9][C:10](=[O:12])[NH:11]2.[Na+:18]>>[Cl:1][c:2]1[n:3][c:4]([CH3:13])[n:5][c:6]2[c:7]1[O:8][CH2:9][C:10](=[O:12])[N:11]2[CH3:14].